From a dataset of the Open Reaction Database (ORD), a public repository of structured organic reaction records. describe an organic reaction: reactants, conditions, products, and yield Starting materials: CCOP(=O)(Cc1ccc(C(=O)O)cc1)OCC, CCOCC, C1CCOC1, ClCCl, O=[Cr](=O)([O-])Cl, OCc1ccccc1, c1cc[nH+]cc1. Product: CCOP(=O)(Cc1ccc(C=O)cc1)OCC. RXN SMILES: [CH2:1]([CH3:2])[O:3][P:4](=[O:5])([O:6][CH2:7][CH3:8])[CH2:9][c:10]1[cH:11][cH:12][c:13]([C:14](=[O:15])[OH:16])[cH:17][cH:18]1.[CH2:38]([O:39][CH2:40][CH3:41])[CH3:42].[CH2:43]1[O:44][CH2:45][CH2:46][CH2:47]1.[Cl:48][CH2:49][Cl:50].[O:27]=[Cr:28]([Cl:29])([O-:30])=[O:31].[OH:19][CH2:20][c:21]1[cH:22][cH:23][cH:24][cH:25][cH:26]1.[nH+:32]1[cH:33][cH:34][cH:35][cH:36][cH:37]1>>[CH2:1]([CH3:2])[O:3][P:4](=[O:5])([O:6][CH2:7][CH3:8])[CH2:9][c:10]1[cH:11][cH:12][c:13]([CH:14]=[O:15])[cH:17][cH:18]1. The reactants are COc1ccccc1-c1nn(COCC[Si](C)(C)C)c2ncc(B3OC(C)(C)C(C)(C)O3)cc12, CC#N, CN(C)C(=O)c1cc(I)cc(F)c1F, [Na+], [Na+], [Na+], [Na+], O=C([O-])[O-], O=S(=O)([O-])[O-]. Product: COc1ccccc1-c1nn(COCC[Si](C)(C)C)c2ncc(-c3cc(F)c(F)c(C(=O)N(C)C)c3)cc12. Reaction SMILES: [CH3:1][O:2][c:3]1[c:4](-[c:9]2[n:10][n:11]([CH2:27][O:28][CH2:29][CH2:30][Si:31]([CH3:32])([CH3:33])[CH3:34])[c:12]3[n:13][cH:14][c:15]([B:18]4[O:19][C:20]([CH3:21])([CH3:22])[C:23]([CH3:24])([CH3:25])[O:26]4)[cH:16][c:17]23)[cH:5][cH:6][cH:7][cH:8]1.[CH3:62][C:63]#[N:64].[F:35][c:36]1[c:37]([C:38](=[O:39])[N:40]([CH3:41])[CH3:42])[cH:43][c:44]([I:48])[cH:45][c:46]1[F:47].[Na+:49].[Na+:50].[Na+:55].[Na+:56].[O-:51][C:52](=[O:53])[O-:54].[O-:57][S:58](=[O:59])(=[O:60])[O-:61]>>[CH3:1][O:2][c:3]1[c:4](-[c:9]2[n:10][n:11]([CH2:27][O:28][CH2:29][CH2:30][Si:31]([CH3:32])([CH3:33])[CH3:34])[c:12]3[n:13][cH:14][c:15](-[c:44]4[cH:43][c:37]([C:38](=[O:39])[N:40]([CH3:41])[CH3:42])[c:36]([F:35])[c:46]([F:47])[cH:45]4)[cH:16][c:17]23)[cH:5][cH:6][cH:7][cH:8]1. Reactants: COC(=O)CCCc1nnc(-c2nccs2)c2cc(OC)ccc12, CO, [Na+], [OH-]. The product is COc1ccc2c(CCCC(=O)O)nnc(-c3nccs3)c2c1. RXN SMILES: [CH3:1][O:2][C:3]([CH2:4][CH2:5][CH2:6][c:7]1[n:8][n:9][c:10](-[c:19]2[s:20][cH:21][cH:22][n:23]2)[c:11]2[cH:12][c:13]([O:17][CH3:18])[cH:14][cH:15][c:16]12)=[O:24].[CH3:27][OH:28].[Na+:26].[OH-:25]>>[O:2]=[C:3]([CH2:4][CH2:5][CH2:6][c:7]1[n:8][n:9][c:10](-[c:19]2[s:20][cH:21][cH:22][n:23]2)[c:11]2[cH:12][c:13]([O:17][CH3:18])[cH:14][cH:15][c:16]12)[OH:24]. The reactants are CC=CC=CC(=O)O, CCNCC, CN(C)C=O, CCOC(C)=O, [N-]=[N+]=NP(=O)(c1ccccc1)c1ccccc1. Yields the product CC=CC=CC(=O)N(CC)CC. Reaction SMILES: [C:1]([CH:2]=[CH:3][CH:4]=[CH:5][CH3:6])(=[O:7])[OH:8].[CH2:9]([CH3:10])[NH:11][CH2:12][CH3:13].[CH3:31][N:32]([CH3:33])[CH:34]=[O:35].[CH3:36][CH2:37][O:38][C:39](=[O:40])[CH3:41].[c:14]1([P:15]([N:16]=[N+:17]=[N-:18])([c:19]2[cH:20][cH:21][cH:22][cH:23][cH:24]2)=[O:25])[cH:26][cH:27][cH:28][cH:29][cH:30]1>>[C:1]([CH:2]=[CH:3][CH:4]=[CH:5][CH3:6])(=[O:8])[N:11]([CH2:9][CH3:10])[CH2:12][CH3:13]. Starting materials: CC(C#CC=1C=C(N)C=CC1)(C)C (3-(3,3-dimethylbut-1-yn-1-yl)aniline), [H][H] (hydrogen). Solvent: O1CCCC1 (tetrahydrofuran). Procedure details: 0.5 g of Ru/C 5% is added to a solution consisting of 1.04 g (0.6 mol) of 3-(3,3-dimethylbut-1-yn-1-yl)aniline in 20 ml of tetrahydrofuran, and the mixture is hydrogenated with 100 bar of hydrogen at 120° C. for 40 hours. After cooling to room temperature, the catalyst is filtered off through kieselguhr and the product is concentrated under reduced pressure. This gives 0.9 g (81% of theory) of 3-(3,3-dimethylbutyl)cyclohexanamine as main component according to MSD-HPLC. The product is CC(CCC1CC(CCC1)N)(C)C (3-(3,3-dimethylbutyl)cyclohexanamine). The reagents and catalysts are [Ru] (Ru/C). RXN SMILES: [CH3:1][C:2]([CH3:13])([CH3:12])[C:3]#[C:4][C:5]1[CH:6]=[C:7]([CH:9]=[CH:10][CH:11]=1)[NH2:8].[H][H]>O1CCCC1.[Ru]>[CH3:1][C:2]([CH3:13])([CH3:12])[CH2:3][CH2:4][CH:5]1[CH2:11][CH2:10][CH2:9][CH:7]([NH2:8])[CH2:6]1. The reactants are ClC=1C=C(C=C(C1)Cl)C1CN(CC1)[C@@H]1C(N(CC1)C1=CC(=CC(=C1)F)F)=O ((3′S)-3-(3,5-dichlorophenyl)-1′-(3,5-difluorophenyl)-1,3′-bipyrrolidin-2′-one), ClS(=O)(=O)O (chlorosulfonic acid), O (water), ClS(=O)(=O)O (chlorosulfonic acid). Solvent: ClCCCl (DCE). Reaction conditions: temperature 50 celsius, time 1 hour. The product is ClC=1C=C(C=C(C1)Cl)C1CN(CC1)[C@@H]1C(N(CC1)C1=CC(=C(C(=C1)F)S(=O)(=O)Cl)F)=O (4-[(3′S)-3-(3,5-Dichlorophenyl)-2′-oxo-1,3′-bipyrrolidin-1′-yl]-2,6-difluorobenzene-1-sulfonyl chloride). As a reaction SMILES: [Cl:1][C:2]1[CH:3]=[C:4]([CH:9]2[CH2:13][CH2:12][N:11]([C@H:14]3[CH2:18][CH2:17][N:16]([C:19]4[CH:24]=[C:23]([F:25])[CH:22]=[C:21]([F:26])[CH:20]=4)[C:15]3=[O:27])[CH2:10]2)[CH:5]=[C:6]([Cl:8])[CH:7]=1.[Cl:28][S:29](O)(=[O:31])=[O:30].O>ClCCCl>[Cl:1][C:2]1[CH:3]=[C:4]([CH:9]2[CH2:13][CH2:12][N:11]([C@H:14]3[CH2:18][CH2:17][N:16]([C:19]4[CH:24]=[C:23]([F:25])[C:22]([S:29]([Cl:28])(=[O:31])=[O:30])=[C:21]([F:26])[CH:20]=4)[C:15]3=[O:27])[CH2:10]2)[CH:5]=[C:6]([Cl:8])[CH:7]=1. Procedure: Synthesized according to General Procedure 11. To a solution of (3′S)-3-(3,5-dichlorophenyl)-1′-(3,5-difluorophenyl)-1,3′-bipyrrolidin-2′-one (50 mg, 0.12 mmol) in DCE (0.4 mL) at 0° C. was added chlorosulfonic acid (71 mg, 40 μL, 0.61 mmol) dropwise and the reaction mixture stirred from 0° C. to RT over 1 hour, the temperature was raised to 50° C. and the reaction mixture stirred at this temperature for 2 hours. More chlorosulfonic acid was added (71 mg, 40 μL, 0.61 mmol) and the reaction mixtu... Reactants: [OH-].[Na+] (NaOH), ClC1=NC(=NC(=C1CC(=O)OC)N(C)C)CC1=CC=C(C=C1)NC(=O)C1=CC2=CC=CC=C2C=C1 (methyl {4-chloro-6-(dimethylamino)-2-[4-(2-naphthoylamino)benzyl]pyrimidin-5-yl}acetate), O (water). Run in C1CCOC1 (THF), CCCCCC (n-hexane), C1CCOC1 (THF). Reaction conditions: time 14 hour. Yields the product ClC1=NC(=NC(=C1CC(=O)O)N(C)C)CC1=CC=C(C=C1)NC(=O)C1=CC2=CC=CC=C2C=C1 ((4-chloro-6-(dimethylamino)-2-[4-(2-naphthoylamino)benzyl]pyrimidin-5-yl}acetic acid). The yield is 40.0%. Reaction SMILES: [Cl:1][C:2]1[C:7]([CH2:8][C:9]([O:11]C)=[O:10])=[C:6]([N:13]([CH3:15])[CH3:14])[N:5]=[C:4]([CH2:16][C:17]2[CH:22]=[CH:21][C:20]([NH:23][C:24]([C:26]3[CH:35]=[CH:34][C:33]4[C:28](=[CH:29][CH:30]=[CH:31][CH:32]=4)[CH:27]=3)=[O:25])=[CH:19][CH:18]=2)[N:3]=1.[OH-].[Na+].O>C1COCC1.CCCCCC>[Cl:1][C:2]1[C:7]([CH2:8][C:9]([OH:11])=[O:10])=[C:6]([N:13]([CH3:15])[CH3:14])[N:5]=[C:4]([CH2:16][C:17]2[CH:22]=[CH:21][C:20]([NH:23][C:24]([C:26]3[CH:35]=[CH:34][C:33]4[C:28](=[CH:29][CH:30]=[CH:31][CH:32]=4)[CH:27]=3)=[O:25])=[CH:19][CH:18]=2)[N:3]=1 |f:1.2|. Reported procedure: The thus obtained methyl {4-chloro-6-(dimethylamino)-2-[4-(2-naphthoylamino)benzyl]pyrimidin-5-yl}acetate was dissolved in THF (1 mL) and treated with 1N NaOH (0.5 mL). The resulting biphasic mixture was stirred at room temperature for 14 hours at which time it was poured into water. The separated aqueous phase was washed with EtOAc and then acidified with 1N HCl and back extracted with EtOAc. The combined organic extracts was washed with brine, dried over anhydrous MgSO4, filtered, and concentr... Starting materials: [H][H] (hydrogen), N1(C(CCC1)=O)C=CC(C)N1C(CCC1)=O (1,3-bis-(1-pyrrolidonyl)butene), [H][H] (hydrogen). Reagents/catalysts: [Pd] (palladium on carbon). Run in C(C)(=O)O (acetic acid). Run at time 90 minute. The product is N1(C(CCC1)=O)CCC(C)N1C(CCC1)=O (1,3-Bis-(1-pyrrolidonyl)Butane). As a reaction SMILES: [N:1]1([CH:7]=[CH:8][CH:9]([N:11]2[CH2:15][CH2:14][CH2:13][C:12]2=[O:16])[CH3:10])[CH2:5][CH2:4][CH2:3][C:2]1=[O:6].[H][H]>[Pd].C(O)(=O)C>[N:1]1([CH2:7][CH2:8][CH:9]([N:11]2[CH2:15][CH2:14][CH2:13][C:12]2=[O:16])[CH3:10])[CH2:5][CH2:4][CH2:3][C:2]1=[O:6]. Procedure: 60 g of 1,3-bis-(1-pyrrolidonyl)butene, 1000 ml of glacial acetic acid and 10 g of 10% palladium on carbon were mixed under inert gas. Subsequently, hydrogen was passed in while stirring at room temperature. The hydrogen uptake was complete after about 30 min. Reaction was allowed to continue at room temperature for a further 90 min. The catalyst was filtered off and the filtrate was concentrated under reduced pressure. The oily crude product was subsequently distilled under reduced pressure. The reactants are CN(C)C=O, CCCCCC, N#Cc1cnn2c1NCC=C2c1cccc(C(F)(F)F)c1, [H-], CI, [Na+]. The product is CN1CC=C(c2cccc(C(F)(F)F)c2)n2ncc(C#N)c21. As a reaction SMILES: [CH3:26][N:27]([CH3:28])[CH:29]=[O:30].[CH3:31][CH2:32][CH2:33][CH2:34][CH2:35][CH3:36].[F:1][C:2]([c:3]1[cH:4][c:5]([C:9]2=[CH:10][CH2:11][NH:12][c:13]3[n:14]2[n:15][cH:16][c:17]3[C:18]#[N:19])[cH:6][cH:7][cH:8]1)([F:20])[F:21].[H-:22].[I:24][CH3:25].[Na+:23]>>[F:1][C:2]([c:3]1[cH:4][c:5]([C:9]2=[CH:10][CH2:11][N:12]([CH3:25])[c:13]3[n:14]2[n:15][cH:16][c:17]3[C:18]#[N:19])[cH:6][cH:7][cH:8]1)([F:20])[F:21]. Starting materials: C(C)(=O)NC1=C(C=C(C=2OC3=C(C21)CCCC3)C(=O)OC)Cl (methyl 1-acetylamino-2-chloro6,7,8,9-tetrahydrodibenzofuran-4-carboxylate). The reagents and catalysts are [Pd] (palladium-charcoal). Conditions: temperature 230 celsius. Product: C(C)(=O)NC1=C(C=C(C=2OC3=C(C21)C=CC=C3)C(=O)OC)Cl (methyl 1-acetylamino-2-chlorodibenzofuran-4-carboxylate). RXN SMILES: [C:1]([NH:4][C:5]1[C:13]2[C:12]3[CH2:14][CH2:15][CH2:16][CH2:17][C:11]=3[O:10][C:9]=2[C:8]([C:18]([O:20][CH3:21])=[O:19])=[CH:7][C:6]=1[Cl:22])(=[O:3])[CH3:2]>[Pd]>[C:1]([NH:4][C:5]1[C:13]2[C:12]3[CH:14]=[CH:15][CH:16]=[CH:17][C:11]=3[O:10][C:9]=2[C:8]([C:18]([O:20][CH3:21])=[O:19])=[CH:7][C:6]=1[Cl:22])(=[O:3])[CH3:2]. Reported procedure: A mixture of 1 g methyl 1-acetylamino-2-chloro6,7,8,9-tetrahydrodibenzofuran-4-carboxylate and 0.5 g of 5% palladium-charcoal is heated under nitrogen at 230° C. for 5 hours. The cooled residue is extracted with toluene and the solvent evaporated to dryness. The residue is crystallized from ethyl acetate/hexane to give methyl 1-acetylamino-2-chlorodibenzofuran-4-carboxylate.